Dataset: the Open Reaction Database (ORD), a public repository of structured organic reaction records. Task: describe an organic reaction: reactants, conditions, products, and yield Starting materials: ClC=1C=2N(C=CN1)C=C(N2)C (8-Chloro-2-methyl-imidazo[1,2-a]pyrazine), BrN1C(CCC1=O)=O (N-bromosuccinimide). Run in C(Cl)Cl (DCM). Run at time 2 hour. Product: BrC1=C(N=C2N1C=CN=C2Cl)C (3-bromo-8-chloro-2-methyl-imidazo[1,2-a]pyrazine). Yield: 74.8%. Reaction SMILES: [Cl:1][C:2]1[C:3]2[N:4]([CH:8]=[C:9]([CH3:11])[N:10]=2)[CH:5]=[CH:6][N:7]=1.[Br:12]N1C(=O)CCC1=O>C(Cl)Cl>[Br:12][C:8]1[N:4]2[CH:5]=[CH:6][N:7]=[C:2]([Cl:1])[C:3]2=[N:10][C:9]=1[CH3:11]. Reported procedure: To a solution of 8-Chloro-2-methyl-imidazo[1,2-a]pyrazine (0.7 g, 4.18 mmol) in DCM (20 ml) is added N-bromosuccinimide (0.74 g, 4.18 mmol) and the reaction stirred at room temperature for 2 h. After this time the solution is washed with saturated aqueous solution of Na2CO3 (2×20 ml), dried (MgSO4), filtered and concentrated in vacuo to give 3-bromo-8-chloro-2-methyl-imidazo[1,2-a]pyrazine (0.771 g, 75%).